The task is: describe an organic reaction: reactants, conditions, products, and yield. This data is from the Open Reaction Database (ORD), a public repository of structured organic reaction records. Starting materials: COC1=C(C(=NC=C1C)C(C1=NSC2=NC3=C(N21)C=CC=C3)=O)C (3-[(4-methoxy-3,5-dimethyl-2-pyridyl)oxomethyl]-1,2,4-thiadiazolo[4,5-a]benzimidazole), SCCC(=O)O (3-mercaptopropionic acid), C([O-])(O)=O.[Na+] (sodium bicarbonate). As a reaction SMILES: [CH3:1][O:2][C:3]1[C:8]([CH3:9])=[CH:7][N:6]=[C:5]([C:10](=[O:23])[C:11]2[N:18]3[C:14](=[N:15][C:16]4[CH:22]=[CH:21][CH:20]=[CH:19][C:17]=43)[S:13][N:12]=2)[C:4]=1[CH3:24].S[CH2:26]CC(O)=O.[C:31](=[O:34])(O)[O-:32].[Na+]>CO.Cl>[NH:12]=[C:11]([N:18]1[C:17]2[CH:19]=[CH:20][CH:21]=[CH:22][C:16]=2[N:15]=[C:14]1[SH:13])[C:10]([C:5]1[C:4]([CH3:24])=[C:3]([O:2][CH3:1])[C:8]([CH3:9])=[CH:7][N:6]=1)=[O:23].[SH:13][C:14]1[NH:15][C:16]2[CH:22]=[CH:21][CH:20]=[CH:19][C:17]=2[N:18]=1.[CH3:1][O:2][C:3]1[C:8]([CH3:9])=[CH:7][N:6]=[C:5]([C:10](=[O:23])[C:31]([O:32][CH3:26])=[O:34])[C:4]=1[CH3:24] |f:2.3|. Solvent: CO (methanol), Cl (hydrochloric acid). The product is N=C(C(=O)C1=NC=C(C(=C1C)OC)C)N1C(=NC2=C1C=CC=C2)S (2-imino-2-(2-mercapto-1-benzimidazolyl)-1-(4-methoxy-3,5-dimethyl-2-pyridyl) ethanone), SC=1NC2=C(N1)C=CC=C2 (2-mercaptobenzimidazole), COC1=C(C(=NC=C1C)C(C(=O)OC)=O)C (methyl 2-(4-methoxy-3,5-dimethyl-2-pyridyl)-2-oxoacetate). Reported procedure: To a suspension of 250 mg of 3-[(4-methoxy-3,5-dimethyl-2-pyridyl)oxomethyl]-1,2,4-thiadiazolo[4,5-a]benzimidazole in 125 mL methanol and 38 mL 0.1M hydrochloric acid was added 161 μL of 3-mercaptopropionic acid. After complete degradation of the starting material, the mixture was neutralized to pH 6 with aqueous sodium bicarbonate and extracted with ethyl acetate. The ethyl acetate was dried on anhydrous magnesium sulfate and evaporated. The crude material was purified by chromatography to give... Reactants: FC(F)(F)c1ccc(C=Cc2nc(CCl)co2)cc1, [H-], [Na+], Oc1ccc(CCCCn2ccnn2)cc1. Product: FC(F)(F)c1ccc(C=Cc2nc(COc3ccc(CCCCn4ccnn4)cc3)co2)cc1. As a reaction SMILES: [Cl:19][CH2:20][c:21]1[n:22][c:23]([CH:26]=[CH:27][c:28]2[cH:29][cH:30][c:31]([C:34]([F:35])([F:36])[F:37])[cH:32][cH:33]2)[o:24][cH:25]1.[H-:17].[Na+:18].[n:1]1([CH2:6][CH2:7][CH2:8][CH2:9][c:10]2[cH:11][cH:12][c:13]([OH:16])[cH:14][cH:15]2)[n:2][n:3][cH:4][cH:5]1>>[n:1]1([CH2:6][CH2:7][CH2:8][CH2:9][c:10]2[cH:11][cH:12][c:13]([O:16][CH2:20][c:21]3[n:22][c:23]([CH:26]=[CH:27][c:28]4[cH:29][cH:30][c:31]([C:34]([F:35])([F:36])[F:37])[cH:32][cH:33]4)[o:24][cH:25]3)[cH:14][cH:15]2)[n:2][n:3][cH:4][cH:5]1. Starting materials: C(C)(C)(C)OC(C(=O)OC)C1=C(C2=C(C(N1C)=O)NC=C2)C2=CC=C(C=C2)Cl (methyl 2-(tert-butoxy)-2-(4-(4-chlorophenyl)-6-methyl-7-oxo-6,7-dihydro-1H-pyrrolo[2,3-c]pyridin-5-yl)acetate), COCCBr (2-bromoethyl methyl ether). Product: C(C)(C)(C)OC(C(=O)O)C1=C(C2=C(C(N1C)=O)N(C=C2)CCOC)C2=CC=C(C=C2)Cl (2-(tert-butoxy)-2-(4-(4-chlorophenyl)-1-(2-methoxyethyl)-6-methyl-7-oxo-6,7-dihydro-1H-pyrrolo[2,3-c]pyridin-5-yl)acetic acid). Reaction SMILES: [C:1]([O:5][CH:6]([C:11]1[N:16]([CH3:17])[C:15](=[O:18])[C:14]2[NH:19][CH:20]=[CH:21][C:13]=2[C:12]=1[C:22]1[CH:27]=[CH:26][C:25]([Cl:28])=[CH:24][CH:23]=1)[C:7]([O:9]C)=[O:8])([CH3:4])([CH3:3])[CH3:2].[CH3:29][O:30][CH2:31][CH2:32]Br>>[C:1]([O:5][CH:6]([C:11]1[N:16]([CH3:17])[C:15](=[O:18])[C:14]2[N:19]([CH2:32][CH2:31][O:30][CH3:29])[CH:20]=[CH:21][C:13]=2[C:12]=1[C:22]1[CH:27]=[CH:26][C:25]([Cl:28])=[CH:24][CH:23]=1)[C:7]([OH:9])=[O:8])([CH3:4])([CH3:3])[CH3:2]. Procedure details: The title compound was prepared in a manner similar to that described in Example 2 from methyl 2-(tert-butoxy)-2-(4-(4-chlorophenyl)-6-methyl-7-oxo-6,7-dihydro-1H-pyrrolo[2,3-c]pyridin-5-yl)acetate and 2-bromoethyl methyl ether. 1H NMR (400 MHz, CHLOROFORM-d) ppm 7.59-7.65 (m, 1H) 7.45-7.51 (m, 2H) 7.39-7.45 (m, 1H) 7.10-7.16 (m, 1H) 5.91-5.99 (m, 1H) 5.30-5.38 (m, 1H) 4.67-4.87 (m, 2H) 3.72-3.86 (m, 2H) 3.67 (s, 3H)) 3.34 (s, 3H) 1.01 (s, 9H); LCMS (m/z) ES+=447 (M+1). The reactants are CCOC(OCC)C(N)CC(=O)OC(C)(C)C, ClCCl, COC(=O)c1ccc(S(=O)(=O)Cl)c(OCc2ccccc2)c1, c1ccncc1. Product: CCOC(OCC)C(CC(=O)OC(C)(C)C)NS(=O)(=O)c1ccc(C(=O)OC)cc1OCc1ccccc1. Reaction SMILES: [C:1]([CH3:2])([CH3:3])([CH3:4])[O:5][C:6]([CH2:7][CH:8]([CH:9]([O:10][CH2:11][CH3:12])[O:13][CH2:14][CH3:15])[NH2:16])=[O:17].[CH2:46]([Cl:47])[Cl:48].[CH3:24][O:25][C:26]([c:27]1[cH:28][c:29]([O:37][CH2:38][c:39]2[cH:40][cH:41][cH:42][cH:43][cH:44]2)[c:30]([S:33](=[O:34])(=[O:35])[Cl:36])[cH:31][cH:32]1)=[O:45].[cH:18]1[cH:19][cH:20][n:21][cH:22][cH:23]1>>[C:1]([CH3:2])([CH3:3])([CH3:4])[O:5][C:6]([CH2:7][CH:8]([CH:9]([O:10][CH2:11][CH3:12])[O:13][CH2:14][CH3:15])[NH:16][S:33]([c:30]1[c:29]([O:37][CH2:38][c:39]2[cH:40][cH:41][cH:42][cH:43][cH:44]2)[cH:28][c:27]([C:26]([O:25][CH3:24])=[O:45])[cH:32][cH:31]1)(=[O:34])=[O:35])=[O:17].